From a dataset of the Open Reaction Database (ORD), a public repository of structured organic reaction records. describe an organic reaction: reactants, conditions, products, and yield Conditions: temperature 100 celsius. Procedure details: To 10-bromo-5,6-dihydrobenzo[f]imidazo[1,2-d][1,4]oxazepine (140 mg, 0.53 mmol) in DMF (20 mL) and water (2 mL) was added 2-Fluoropyridine-3-boronic acid (89 mg, 0.632 mml), Potassium acetate (207 mg, 2.11 mmol) and Tetrakis(triphenylphosphine)palladium (30 mg, 0.0264 mmol). The reaction mixture was degassed for 5 minutes, and heated at 100° C. overnight. LCMS showed desired product peak. The reaction was allowed to cool to room temperature, diluted with EtOAc, and filtered through a thin pad of... Reactants: BrC=1C=CC2=C(C=3N(CCO2)C=CN3)C1 (10-bromo-5,6-dihydrobenzo[f]imidazo[1,2-d][1,4]oxazepine), FC1=NC=CC=C1B(O)O (2-Fluoropyridine-3-boronic acid), C(C)(=O)[O-].[K+] (Potassium acetate). Run in CN(C)C=O (DMF), O (water). Product: FC1=NC=CC=C1C=1C=CC2=C(C=3N(CCO2)C=CN3)C1 (10-(2-fluoropyridin-3-yl)-5,6-dihydrobenzo[f]imidazo[1,2-d][1,4]oxazepine). As a reaction SMILES: Br[C:2]1[CH:3]=[CH:4][C:5]2[O:11][CH2:10][CH2:9][N:8]3[CH:12]=[CH:13][N:14]=[C:7]3[C:6]=2[CH:15]=1.[F:16][C:17]1[C:22](B(O)O)=[CH:21][CH:20]=[CH:19][N:18]=1.C([O-])(=O)C.[K+]>CN(C=O)C.O.C1C=CC([P]([Pd]([P](C2C=CC=CC=2)(C2C=CC=CC=2)C2C=CC=CC=2)([P](C2C=CC=CC=2)(C2C=CC=CC=2)C2C=CC=CC=2)[P](C2C=CC=CC=2)(C2C=CC=CC=2)C2C=CC=CC=2)(C2C=CC=CC=2)C2C=CC=CC=2)=CC=1>[F:16][C:17]1[C:22]([C:2]2[CH:3]=[CH:4][C:5]3[O:11][CH2:10][CH2:9][N:8]4[CH:12]=[CH:13][N:14]=[C:7]4[C:6]=3[CH:15]=2)=[CH:21][CH:20]=[CH:19][N:18]=1 |f:2.3,^1:40,42,61,80|. The reagents and catalysts are C=1C=CC(=CC1)[P](C=2C=CC=CC2)(C=3C=CC=CC3)[Pd]([P](C=4C=CC=CC4)(C=5C=CC=CC5)C=6C=CC=CC6)([P](C=7C=CC=CC7)(C=8C=CC=CC8)C=9C=CC=CC9)[P](C=1C=CC=CC1)(C=1C=CC=CC1)C=1C=CC=CC1 (Tetrakis(triphenylphosphine)palladium). Reactants: COC(COC1=C2CC3C(CC2=CC=C1)C(C(C3)O)CCC(CCCCC)O)=O ([2-Hydroxy-1-(3-hydroxy-octyl)-2,3,3a,4,9,9a-hexahydro-1H-cyclopenta[b]naphthalen-5-yloxy]-acetic acid methyl ester), CCN(C(C)C)C(C)C (DIPEA), C1(CC1)C(=O)Cl (cyclopropanecarbonyl chloride). The reagents and catalysts are CN(C)C=1C=CN=CC1 (DMAP). Run in C(Cl)Cl (DCM), CC(C)(C)OC (MTBE). Conditions: time 24 hour. Yields the product OC(CCC1C(CC2C1CC1=CC=CC(=C1C2)OCC(=O)OC)OC(=O)C2CC2)CCCCC (cyclopropanecarboxylic acid 1-(3-hydroxy-octyl)-5-methoxycarbonylmethoxy-2,3,3a,4,9,9a-hexahydro-1H-cyclopenta[b]naphthalen-2-yl ester). Isolated yield 112.8%. Reaction SMILES: [CH3:1][O:2][C:3](=[O:29])[CH2:4][O:5][C:6]1[CH:15]=[CH:14][CH:13]=[C:12]2[C:7]=1[CH2:8][CH:9]1[CH2:18][CH:17]([OH:19])[CH:16]([CH2:20][CH2:21][CH:22]([OH:28])[CH2:23][CH2:24][CH2:25][CH2:26][CH3:27])[CH:10]1[CH2:11]2.CCN(C(C)C)C(C)C.[CH:39]1([C:42](Cl)=[O:43])[CH2:41][CH2:40]1>CN(C1C=CN=CC=1)C.C(Cl)Cl.CC(OC)(C)C>[OH:28][CH:22]([CH2:23][CH2:24][CH2:25][CH2:26][CH3:27])[CH2:21][CH2:20][CH:16]1[CH:10]2[CH2:11][C:12]3[C:7]([CH2:8][CH:9]2[CH2:18][CH:17]1[O:19][C:42]([CH:39]1[CH2:41][CH2:40]1)=[O:43])=[C:6]([O:5][CH2:4][C:3]([O:2][CH3:1])=[O:29])[CH:15]=[CH:14][CH:13]=3. Procedure details: A solution of [2-Hydroxy-1-(3-hydroxy-octyl)-2,3,3a,4,9,9a-hexahydro-1H-cyclopenta[b]naphthalen-5-yloxy]-acetic acid methyl ester (32 mg, 0.06 mmol), DIPEA (31 μl, 0.18 mmol) and DMAP (1 crystal) in DCM (2 ml) was treated with cyclopropanecarbonyl chloride (8 μl, 0.08 mmol) and stirred for 24 hr at RT under nitrogen. The reaction mixture was diluted with MTBE and washed with saturated sodium bicarbonate solution and brine, dried over sodium sulfate and concentrated under vacuum. The residue was ... The reactants are CC(C)(C)OC(=O)N1CCc2[nH]c3cc(Cl)c(Cl)cc3c2CC1, Fc1ccc(OCCBr)cc1, [H-], [Na+], CN(C)C=O. The product is CC(C)(C)OC(=O)N1CCc2c(n(CCOc3ccc(F)cc3)c3cc(Cl)c(Cl)cc23)CC1. Reaction SMILES: [Cl:1][c:2]1[c:3]([Cl:23])[cH:4][c:5]2[c:6]3[c:7]([nH:8][c:9]2[cH:10]1)[CH2:11][CH2:12][N:13]([C:16](=[O:17])[O:18][C:19]([CH3:20])([CH3:21])[CH3:22])[CH2:14][CH2:15]3.[F:26][c:27]1[cH:28][cH:29][c:30]([O:31][CH2:32][CH2:33][Br:34])[cH:35][cH:36]1.[H-:24].[Na+:25].[O:37]=[CH:38][N:39]([CH3:40])[CH3:41]>>[Cl:1][c:2]1[c:3]([Cl:23])[cH:4][c:5]2[c:6]3[c:7]([n:8]([CH2:33][CH2:32][O:31][c:30]4[cH:29][cH:28][c:27]([F:26])[cH:36][cH:35]4)[c:9]2[cH:10]1)[CH2:11][CH2:12][N:13]([C:16](=[O:17])[O:18][C:19]([CH3:20])([CH3:21])[CH3:22])[CH2:14][CH2:15]3. Starting materials: OC(CN1C=NC=C1)C1=CC=C(C=C1)NS(=O)(=O)C ((±)-N-[4-[1-hydroxy-2-(1H-imidazol-1-yl)ethyl]phenyl]methanesulfonamide), IC (iodomethane). Solvent: CO (methanol). Yields the product [I-].OC(C[N+]1=CN(C=C1)C)C1=CC=C(C=C1)NS(=O)(=O)C ((±)-1-[2-Hydroxy-2-[4-[(methanesulfony)amino]phenyl]ethyl]-3-methylimidazolium iodide). As a reaction SMILES: [OH:1][CH:2]([C:9]1[CH:14]=[CH:13][C:12]([NH:15][S:16]([CH3:19])(=[O:18])=[O:17])=[CH:11][CH:10]=1)[CH2:3][N:4]1[CH:8]=[CH:7][N:6]=[CH:5]1.[I:20][CH3:21]>CO>[I-:20].[OH:1][CH:2]([C:9]1[CH:10]=[CH:11][C:12]([NH:15][S:16]([CH3:19])(=[O:18])=[O:17])=[CH:13][CH:14]=1)[CH2:3][N+:4]1[CH:8]=[CH:7][N:6]([CH3:21])[CH:5]=1 |f:3.4|. Procedure details: Heat a solution of 4.0 g (14.2 mmole) of (±)-N-[4-[1-hydroxy-2-(1H-imidazol-1-yl)ethyl]phenyl]methanesulfonamide, 2 ml (32.1 mmole) of iodomethane and 50 ml methanol in a glass pressure tube to 80° C. for 24 hours. Remove the solvent in vacuo. Crystallize the residue from acetone. Recrystallize from acetone to provide the title compound. Reaction SMILES: [C:30]([CH3:31])(=[S:32])[O-:33].[CH2:1]([c:2]1[cH:3][cH:4][cH:5][cH:6][cH:7]1)[O:8][C:9]([CH2:10][CH:11]([CH2:12][NH:13][C:14](=[O:15])[O:16][CH2:17][c:18]1[cH:19][cH:20][cH:21][cH:22][cH:23]1)[O:24][S:25]([CH3:26])(=[O:27])=[O:28])=[O:29].[CH:35]([N:36]([CH2:37][CH3:38])[CH:39]([CH3:40])[CH3:41])([CH3:42])[CH3:43].[K+:34].[O:45]=[CH:46][N:47]([CH3:48])[CH3:49].[OH2:44]>>[CH2:1]([c:2]1[cH:3][cH:4][cH:5][cH:6][cH:7]1)[O:8][C:9]([CH2:10][CH:11]([CH2:12][NH:13][C:14](=[O:15])[O:16][CH2:17][c:18]1[cH:19][cH:20][cH:21][cH:22][cH:23]1)[S:32][C:30]([CH3:31])=[O:33])=[O:29]. The reactants are CC([O-])=S, CS(=O)(=O)OC(CNC(=O)OCc1ccccc1)CC(=O)OCc1ccccc1, CCN(C(C)C)C(C)C, [K+], CN(C)C=O, O. The product is CC(=O)SC(CNC(=O)OCc1ccccc1)CC(=O)OCc1ccccc1. Reactants: O[C@@H]1CN(CC1)C[C@H](C1=CC=CC=C1)N(C)C1=CC=C(C(=O)OC)C=C1 (methyl 4-{N-[2-(3-(S)-hydroxypyrrolidin-1-yl)-1-(S)-phenylethyl]-N-methylamino}benzoate), N1C=NC=C1 (imidazole), [Si](C)(C)(C(C)(C)C)Cl (tert-butyidimethylsilylchloride), C(=O)(O)[O-].[Na+] (NaHCO3). Run in CN(C)C=O (DMF). Reaction conditions: time 3 hour. Product: [Si](C)(C)(C(C)(C)C)O[C@@H]1CN(CC1)C[C@H](C1=CC=CC=C1)N(C)C1=CC=C(C(=O)OC)C=C1 (Methyl 4-{N-[2-(3-(S)-tert-butyldimethylsilyloxypyrrolidin-1-yl)-1-(S)-phenylethyl]-N-methylamino}benzoate). Yield: 66.5%. As a reaction SMILES: [OH:1][C@H:2]1[CH2:6][CH2:5][N:4]([CH2:7][C@@H:8]([N:15]([C:17]2[CH:26]=[CH:25][C:20]([C:21]([O:23][CH3:24])=[O:22])=[CH:19][CH:18]=2)[CH3:16])[C:9]2[CH:14]=[CH:13][CH:12]=[CH:11][CH:10]=2)[CH2:3]1.N1C=CN=C1.[Si:32](Cl)([C:35]([CH3:38])([CH3:37])[CH3:36])([CH3:34])[CH3:33].C([O-])(O)=O.[Na+]>CN(C=O)C>[Si:32]([O:1][C@H:2]1[CH2:6][CH2:5][N:4]([CH2:7][C@@H:8]([N:15]([C:17]2[CH:18]=[CH:19][C:20]([C:21]([O:23][CH3:24])=[O:22])=[CH:25][CH:26]=2)[CH3:16])[C:9]2[CH:10]=[CH:11][CH:12]=[CH:13][CH:14]=2)[CH2:3]1)([C:35]([CH3:38])([CH3:37])[CH3:36])([CH3:34])[CH3:33] |f:3.4|. Reported procedure: To a stirred solution of methyl 4-{N-[2-(3-(S)-hydroxypyrrolidin-1-yl)-1-(S)-phenylethyl]-N-methylamino}benzoate (865 mg, 2.44 mmol) in DMF (10 ml) was added imidazole (1.54 g, 24.4 mmol) and tert-butyidimethylsilylchloride (1.83 g, 12.2 mmol) at 0° C. After 3 hr stirring, saturated NaHCO3 aqueous solution was added to the reaction mixture and extracted with CH2Cl2. The extract was washed with water and brine. dried (Na2SO4), and concentrated to give brown oil, which was purified by column chrom... As a reaction SMILES: [CH3:19][O:20][C:21]([CH2:22][c:23]1[cH:24][n:25][cH:26][c:27](-[c:29]2[c:30]([CH3:60])[cH:31][c:32]([C:35]([CH2:36][CH3:37])([c:38]3[cH:39][c:40]([CH3:57])[c:41]([C:44]#[C:45][C:46]4([O:52][Si:53]([CH3:54])([CH3:55])[CH3:56])[CH2:47][CH2:48][O:49][CH2:50][CH2:51]4)[cH:42][cH:43]3)[CH2:58][CH3:59])[cH:33][cH:34]2)[cH:28]1)=[O:61].[CH3:2][CH2:3][CH2:4][CH2:5][N+:6]([CH2:7][CH2:8][CH2:9][CH3:10])([CH2:11][CH2:12][CH2:13][CH3:14])[CH2:15][CH2:16][CH2:17][CH3:18].[CH3:67][CH2:68][O:69][C:70](=[O:71])[CH3:72].[F-:1].[O:62]1[CH2:63][CH2:64][CH2:65][CH2:66]1>>[CH3:19][O:20][C:21]([CH2:22][c:23]1[cH:24][n:25][cH:26][c:27](-[c:29]2[c:30]([CH3:60])[cH:31][c:32]([C:35]([CH2:36][CH3:37])([c:38]3[cH:39][c:40]([CH3:57])[c:41]([C:44]#[C:45][C:46]4([OH:52])[CH2:47][CH2:48][O:49][CH2:50][CH2:51]4)[cH:42][cH:43]3)[CH2:58][CH3:59])[cH:33][cH:34]2)[cH:28]1)=[O:61]. Product: CCC(CC)(c1ccc(C#CC2(O)CCOCC2)c(C)c1)c1ccc(-c2cncc(CC(=O)OC)c2)c(C)c1. Reactants: CCC(CC)(c1ccc(C#CC2(O[Si](C)(C)C)CCOCC2)c(C)c1)c1ccc(-c2cncc(CC(=O)OC)c2)c(C)c1, CCCC[N+](CCCC)(CCCC)CCCC, CCOC(C)=O, [F-], C1CCOC1. The reactants are Oc1ccc(-c2cn3cc(Br)ccc3n2)cc1, OCCCBr, O=C([O-])[O-], CN(C)C=O, [K+], [K+]. Product: OCCCOc1ccc(-c2cn3cc(Br)ccc3n2)cc1. RXN SMILES: [Br:1][c:2]1[cH:3][cH:4][c:5]2[n:6]([cH:7]1)[cH:8][c:9](-[c:11]1[cH:12][cH:13][c:14]([OH:17])[cH:15][cH:16]1)[n:10]2.[Br:24][CH2:25][CH2:26][CH2:27][OH:28].[C:18](=[O:19])([O-:20])[O-:21].[CH3:29][N:30]([CH3:31])[CH:32]=[O:33].[K+:22].[K+:23]>>[Br:1][c:2]1[cH:3][cH:4][c:5]2[n:6]([cH:7]1)[cH:8][c:9](-[c:11]1[cH:12][cH:13][c:14]([O:17][CH2:25][CH2:26][CH2:27][OH:28])[cH:15][cH:16]1)[n:10]2. Starting materials: C(C1=CC=CC=C1)(C1=CC=CC=C1)NC(CC1=CC=CC=C1)P(O)=O (1-(Benzhydrylamino)-2-phenylethylphosphinic acid). Solvent: Br (hydrobromic acid). Yields the product NC(CC1=CC=CC=C1)P(O)=O (1-Amino-2-phenylethylphosphinic acid). RXN SMILES: C([NH:14][CH:15]([PH:23](=[O:25])[OH:24])[CH2:16][C:17]1[CH:22]=[CH:21][CH:20]=[CH:19][CH:18]=1)(C1C=CC=CC=1)C1C=CC=CC=1>Br>[NH2:14][CH:15]([PH:23](=[O:24])[OH:25])[CH2:16][C:17]1[CH:22]=[CH:21][CH:20]=[CH:19][CH:18]=1. Procedure details: 181.1 g of the compound of Step A above in 500 ml of hydrobromic acid are heated at 110-120° C. for 2 hours. The mixture is then concentrated under reduced pressure, and the residue is diluted with water and extracted with diethyl ether. The aqueous phase is concentrated and 600 ml of absolute ethanol are added to the residue. 60 ml of previously cooled propylene oxide are slowly added to the reaction mixture, which is held at 0° C. The expected product which precipitates out on cooling is filte...